describe an organic reaction: reactants, conditions, products, and yield From a dataset of the Open Reaction Database (ORD), a public repository of structured organic reaction records. Starting materials: C1(CCCCCO1)=O (ε-caprolactone), O1C(COCC1)=O (p-dioxanone), OCC(O)CO (glycerol), CCCCC(CC)C(=O)[O-].CCCCC(CC)C(=O)[O-].[Sn+2] (stannous octoate). Solvent: C1(=CC=CC=C1)C (toluene). Conditions: temperature 140 celsius. The product is C1(CCCCCO1)=O.O1C(COCC1)=O (ε-CAPROLACTONE p-DIOXANONE). As a reaction SMILES: [C:1]1(=[O:8])[O:7][CH2:6][CH2:5][CH2:4][CH2:3][CH2:2]1.[O:9]1[CH2:14][CH2:13][O:12][CH2:11][C:10]1=[O:15].OCC(CO)O.CCCCC(C([O-])=O)CC.CCCCC(C([O-])=O)CC.[Sn+2]>C1(C)C=CC=CC=1>[C:1]1(=[O:8])[O:7][CH2:6][CH2:5][CH2:4][CH2:3][CH2:2]1.[O:9]1[CH2:14][CH2:13][O:12][CH2:11][C:10]1=[O:15] |f:3.4.5,7.8|. Reported procedure: A flame dried, 250 mL, round bottom single neck flask was charged with 57.1 grams (0.50 mole) of ε-caprolactone, 51.0 grams (0.50 mole) of p-dioxanone, 4.00 mL (55 mmol) of distilled glycerol, and 0.12 mL (40 μmol) of a 0.33M stannous octoate solution in toluene. The flask was fitted with a flame dried mechanical stirrer. The flask was purged with nitrogen three times before venting with nitrogen. The reaction mixture was heated to 140° C. and maintained at this temperature for about 24 hours. T... Procedure details: A mixture of 50.0 g of 3-hydroxy-4-methoxybenzoic acid in 500 ml of absolute methyl alcohol containing 2.5 ml of concentrated sulfuric acid, is heated at reflux temperature for 6 hours. The reaction is concentrated in vacuo, 250 ml of ice water is added and the residue is extracted with diethyl ether. The organic layers are washed with saturated sodium bicarbonate and saturated sodium chloride, dried and concentrated in vacuo. The residue is dissolved in diethyl ether, passed through a pad of si... Reaction SMILES: [OH:1][C:2]1[CH:3]=[C:4]([CH:8]=[CH:9][C:10]=1[O:11][CH3:12])[C:5]([OH:7])=[O:6].S(=O)(=O)(O)O.[CH3:18]O>>[CH3:18][O:6][C:5](=[O:7])[C:4]1[CH:8]=[CH:9][C:10]([O:11][CH3:12])=[C:2]([OH:1])[CH:3]=1. Yields the product COC(C1=CC(=C(C=C1)OC)O)=O (3-Hydroxy-4-methoxybenzoic acid methyl ester). Reactants: OC=1C=C(C(=O)O)C=CC1OC (3-hydroxy-4-methoxybenzoic acid), S(O)(O)(=O)=O (sulfuric acid), CO (methyl alcohol). The reactants are OC=1C=CC(=NC1)OC1=CC=C(C=C1)CC[C@H](C)NC(C)=O (N—{(S)-3-[4-(5-Hydroxypyridin-2-yloxy)phenyl]-1-methylpropyl}acetamide), IC(C)C (2-iodopropane). Yields the product C(C)(C)OC=1C=CC(=NC1)OC1=CC=C(C=C1)CC[C@H](C)NC(C)=O (N—{(S)-3-[4-(5-Isopropoxypyridin-2-yloxy)phenyl]-1-methylpropyl}acetamide). Reaction SMILES: [OH:1][C:2]1[CH:3]=[CH:4][C:5]([O:8][C:9]2[CH:14]=[CH:13][C:12]([CH2:15][CH2:16][C@@H:17]([NH:19][C:20](=[O:22])[CH3:21])[CH3:18])=[CH:11][CH:10]=2)=[N:6][CH:7]=1.I[CH:24]([CH3:26])[CH3:25]>>[CH:24]([O:1][C:2]1[CH:3]=[CH:4][C:5]([O:8][C:9]2[CH:14]=[CH:13][C:12]([CH2:15][CH2:16][C@@H:17]([NH:19][C:20](=[O:22])[CH3:21])[CH3:18])=[CH:11][CH:10]=2)=[N:6][CH:7]=1)([CH3:26])[CH3:25]. Procedure: N—{(S)-3-[4-(5-Hydroxypyridin-2-yloxy)phenyl]-1-methylpropyl}acetamide (153 mg, 0.51 mmol) was reacted with 2-iodopropane in analogy to example 1a. Yield: 61 mg (35%), M+H+: 343.15. Reactants: CCCCCCCCCCCCCCCCCC(CC(O)CC(=O)OC)O[Si](C)(C)C(C)(C)C, C#CCBr. The product is C#CCC(C(=O)OC)C(O)CC(CCCCCCCCCCCCCCCCC)O[Si](C)(C)C(C)(C)C. As a reaction SMILES: [C:1]([CH3:2])([CH3:3])([CH3:4])[Si:5]([O:6][CH:7]([CH2:8][CH:9]([CH2:10][C:11](=[O:12])[O:13][CH3:14])[OH:15])[CH2:16][CH2:17][CH2:18][CH2:19][CH2:20][CH2:21][CH2:22][CH2:23][CH2:24][CH2:25][CH2:26][CH2:27][CH2:28][CH2:29][CH2:30][CH2:31][CH3:32])([CH3:33])[CH3:34].[CH2:35]([C:36]#[CH:37])[Br:38]>>[C:1]([CH3:2])([CH3:3])([CH3:4])[Si:5]([O:6][CH:7]([CH2:8][CH:9]([CH:10]([C:11](=[O:12])[O:13][CH3:14])[CH2:37][C:36]#[CH:35])[OH:15])[CH2:16][CH2:17][CH2:18][CH2:19][CH2:20][CH2:21][CH2:22][CH2:23][CH2:24][CH2:25][CH2:26][CH2:27][CH2:28][CH2:29][CH2:30][CH2:31][CH3:32])([CH3:33])[CH3:34]. Starting materials: [Sn](C)(C)(C)N=[N+]=[N-] (Me3SnN3), [OH-].[Na+] (NaOH), CCCCCC (hexane), C(#N)CC=1C=C(C=CC1)NC(=O)C=1OC(=CC1)C1=CC=CC=C1 (5-phenyl-furan-2-carboxylic acid (3-cyanomethyl-phenyl)-amide), [Sn](C)(C)(C)N=[N+]=[N-] (Me3SnN3). Solvent: C1(=CC=CC=C1)C (toluene), O (Water), C1(=CC=CC=C1)C (toluene). Conditions: time 10 minute. Yields the product N1N=NN=C1CC=1C=C(C=CC1)NC(=O)C=1OC(=CC1)C1=CC=CC=C1 (5-Phenyl-furan-2-carboxylic acid [3-(1H-tetrazol-5-ylmethyl)-phenyl]-amide). Reaction SMILES: [C:1]([CH2:3][C:4]1[CH:5]=[C:6]([NH:10][C:11]([C:13]2[O:14][C:15]([C:18]3[CH:23]=[CH:22][CH:21]=[CH:20][CH:19]=3)=[CH:16][CH:17]=2)=[O:12])[CH:7]=[CH:8][CH:9]=1)#[N:2].[Sn]([N:28]=[N+:29]=[N-:30])(C)(C)C.[OH-].[Na+].CCCCCC>C1(C)C=CC=CC=1.O>[NH:28]1[C:1]([CH2:3][C:4]2[CH:5]=[C:6]([NH:10][C:11]([C:13]3[O:14][C:15]([C:18]4[CH:23]=[CH:22][CH:21]=[CH:20][CH:19]=4)=[CH:16][CH:17]=3)=[O:12])[CH:7]=[CH:8][CH:9]=2)=[N:2][N:30]=[N:29]1 |f:2.3|. Procedure: To a solution of 5-phenyl-furan-2-carboxylic acid (3-cyanomethyl-phenyl)-amide (70 mg, 0.23 mmol) in toluene (3 ml) was added Me3SnN3 (56 mg, 0.28 mmol). After heating to reflux for 18 h, additional Me3SnN3 (56 mg, 0.28 mmol) and toluene (2 ml) were added and the reaction was heated to reflux for a further 18 h. After this time, 2M NaOH (2 ml) and hexane (2 ml) were added to the reaction mixture and stirred for 10 min. Water (1 ml) was added and the organic layer separated. EtOAc (2 ml) was adde... Reactants: COc1ccc(CNc2ccc3c(=O)c(-c4ccc(Cl)cc4)c(C(C)C)oc3c2[N+](=O)[O-])cc1, O=C(O)C(F)(F)F. Yields the product CC(C)c1oc2c([N+](=O)[O-])c(N)ccc2c(=O)c1-c1ccc(Cl)cc1. RXN SMILES: [Cl:1][c:2]1[cH:3][cH:4][c:5](-[c:8]2[c:9]([CH:32]([CH3:33])[CH3:34])[o:10][c:11]3[c:12]([N+:29](=[O:30])[O-:31])[c:13]([NH:19][CH2:20][c:21]4[cH:22][cH:23][c:24]([O:25][CH3:26])[cH:27][cH:28]4)[cH:14][cH:15][c:16]3[c:17]2=[O:18])[cH:6][cH:7]1.[OH:35][C:36]([C:37]([F:38])([F:39])[F:40])=[O:41]>>[Cl:1][c:2]1[cH:3][cH:4][c:5](-[c:8]2[c:9]([CH:32]([CH3:33])[CH3:34])[o:10][c:11]3[c:12]([N+:29](=[O:30])[O-:31])[c:13]([NH2:19])[cH:14][cH:15][c:16]3[c:17]2=[O:18])[cH:6][cH:7]1. Reactants: CC(C)(C)OC(=O)N1CCC(c2ccc(F)cc2)C(COCc2cc(C(F)(F)F)cc(C(F)(F)F)c2)C1, CO, Cl. The product is Cl, Fc1ccc(C2CCNCC2COCc2cc(C(F)(F)F)cc(C(F)(F)F)c2)cc1. RXN SMILES: [C:1]([O:2][C:3](=[O:4])[N:8]1[CH2:9][CH:10]([CH2:21][O:22][CH2:23][c:24]2[cH:25][c:26]([C:34]([F:35])([F:36])[F:37])[cH:27][c:28]([C:30]([F:31])([F:32])[F:33])[cH:29]2)[CH:11]([c:14]2[cH:15][cH:16][c:17]([F:20])[cH:18][cH:19]2)[CH2:12][CH2:13]1)([CH3:5])([CH3:6])[CH3:7].[CH3:39][OH:40].[ClH:38]>>[ClH:38].[NH:8]1[CH2:9][CH:10]([CH2:21][O:22][CH2:23][c:24]2[cH:25][c:26]([C:34]([F:35])([F:36])[F:37])[cH:27][c:28]([C:30]([F:31])([F:32])[F:33])[cH:29]2)[CH:11]([c:14]2[cH:15][cH:16][c:17]([F:20])[cH:18][cH:19]2)[CH2:12][CH2:13]1.